From a dataset of the Open Reaction Database (ORD), a public repository of structured organic reaction records. describe an organic reaction: reactants, conditions, products, and yield Yields the product ClCCC(=O)SCCC1SCCS1 (2-[2-(3-chloropropionylthio)ethyl]-1,3-dithiolane). Solvent: C1(=CC=CC=C1)C (toluene). Reaction conditions: temperature 40 celsius, time 8 hour. Procedure details: Into a glass-made, 500-mL reaction vessel equipped with a stirrer, the 2-(2′-mercaptoethyl)-1,3-dithiolane produced in Synthesis Example 2 (100 g, 0.60 mole) was weighed, to which 3-chloropropionic acid chloride (80 g, 0.63 mole) was added dropwise at 40° C. over 15 minutes. After the contents were reacted further under stirring at 40° C. for 8 hours, toluene (200 g) was added to the reaction mixture to dissolve the same. The resulting solution was transferred into a separating funnel, in which ... The reactants are SCCC1SCCS1 (2-(2′-mercaptoethyl)-1,3-dithiolane), Example 2, ClCCC(=O)Cl (3-chloropropionic acid chloride). Reaction SMILES: [SH:1][CH2:2][CH2:3][CH:4]1[S:8][CH2:7][CH2:6][S:5]1.[Cl:9][CH2:10][CH2:11][C:12](Cl)=[O:13]>C1(C)C=CC=CC=1>[Cl:9][CH2:10][CH2:11][C:12]([S:1][CH2:2][CH2:3][CH:4]1[S:8][CH2:7][CH2:6][S:5]1)=[O:13]. Reactants: CO, CO, ClC(Cl)Cl, Nc1cccc(C(=O)O)c1, O=S(Cl)Cl. Product: COC(=O)c1cccc(N)c1. RXN SMILES: [CH3:17][OH:18].[CH3:1][OH:2].[CH:19]([Cl:20])([Cl:21])[Cl:22].[NH2:7][c:8]1[cH:9][c:10]([C:11](=[O:12])[OH:13])[cH:14][cH:15][cH:16]1.[S:3]([Cl:4])([Cl:5])=[O:6]>>[CH3:1][O:12][C:11]([c:10]1[cH:9][c:8]([NH2:7])[cH:16][cH:15][cH:14]1)=[O:13]. The reactants are C(#N)[BH3-].[Na+] (sodium cyanoborohydride), C(C)(=O)O (acetic acid), NC[C@H](O)C=1C=CC(=C(C1)NS(=O)(=O)C)O (N-{5-[(1R)-2-amino-1-hydroxyethyl]-2-hydroxyphenyl}methanesulfonamide), COC(CC1=CC=C(C=C1)NC1CCN(CC1)C=1SC=C(N1)C1=CC=CC=C1)OC (N-[4-(2,2-Dimethoxyethyl)phenyl]-1-(4-phenyl-1,3-thiazol-2-yl)-4-piperidinamine), [I-].[Na+] (sodium iodide), Cl[Si](C)(Cl)Cl (trichloro(methyl)silane). Run in CO (methanol), ClCCl (Dichloromethane), C(C)#N (acetonitrile). Run at time 10 minute. The product is OC1=C(C=C(C=C1)[C@H](CNCCC1=CC=C(C=C1)NC1CCN(CC1)C=1SC=C(N1)C1=CC=CC=C1)O)NS(=O)(=O)C ((R)-N-{2-Hydroxy-5-[1-hydroxy-2-(2-{4-[1-(4-phenyl-thiazol-2-yl)-piperidin-4-ylamino]-phenyl}-ethylamino)-ethyl]-phenyl}-methanesulfonamide). Isolated yield 9.4%. Reaction SMILES: CO[CH:3](OC)[CH2:4][C:5]1[CH:10]=[CH:9][C:8]([NH:11][CH:12]2[CH2:17][CH2:16][N:15]([C:18]3[S:19][CH:20]=[C:21]([C:23]4[CH:28]=[CH:27][CH:26]=[CH:25][CH:24]=4)[N:22]=3)[CH2:14][CH2:13]2)=[CH:7][CH:6]=1.[I-].[Na+].Cl[Si](Cl)(Cl)C.C(O)(=O)C.[NH2:42][CH2:43][C@@H:44]([C:46]1[CH:47]=[CH:48][C:49]([OH:57])=[C:50]([NH:52][S:53]([CH3:56])(=[O:55])=[O:54])[CH:51]=1)[OH:45].C([BH3-])#N.[Na+]>C(#N)C.CO.ClCCl>[OH:57][C:49]1[CH:48]=[CH:47][C:46]([C@@H:44]([OH:45])[CH2:43][NH:42][CH2:3][CH2:4][C:5]2[CH:6]=[CH:7][C:8]([NH:11][CH:12]3[CH2:17][CH2:16][N:15]([C:18]4[S:19][CH:20]=[C:21]([C:23]5[CH:28]=[CH:27][CH:26]=[CH:25][CH:24]=5)[N:22]=4)[CH2:14][CH2:13]3)=[CH:9][CH:10]=2)=[CH:51][C:50]=1[NH:52][S:53]([CH3:56])(=[O:55])=[O:54] |f:1.2,6.7|. Reported procedure: N-[4-(2,2-Dimethoxyethyl)phenyl]-1-(4-phenyl-1,3-thiazol-2-yl)-4-piperidinamine (0.415 g, 30 0.98 mmol) was added to a pre-prepared mixture of sodium iodide (0.367 g, 2.45 mmol) and trichloro(methyl)silane (0.229 mL, 1.95 mmol) in anhydrous acetonitrile (70 mL). The reaction was stirred at ambient temperature for 10 minutes. Dichloromethane was added and the reaction washed with 10% sodium thiosulfate solution, water and brine. The organic layer was dried with anhydrous magnesium sulfate, filter... The solvent is CO (methanol), CO (methanol). Yield: 17.8%. As a reaction SMILES: [C:1]([OH:9])(=O)/[C:2](=[C:4](\[CH:6]=[O:7])/[Cl:5])/[Cl:3].[C:10]([CH2:12][C:13]([NH2:15])=[O:14])#[N:11].[OH-].[Na+].Cl>CO>[C:10]([CH:12]([CH:1]1[C:2]([Cl:3])=[C:4]([Cl:5])[C:6](=[O:7])[O:9]1)[C:13]([NH2:15])=[O:14])#[N:11] |f:2.3|. Product: C(#N)C(C(=O)N)C1OC(C(=C1Cl)Cl)=O (2-cyano-2-(3,4-dichloro-5-oxo-2,5-dihydrofuran-2-yl)acetamide). Reactants: Cl (hydrochloric acid), ice water, C(/C(/Cl)=C(/Cl)\C=O)(=O)O (Mucochloric acid), C(#N)CC(=O)N (2-cyanoacetamide), [OH-].[Na+] (sodium hydroxide). Procedure details: Mucochloric acid (15.1 g) and 2-cyanoacetamide (7.53 g) were dissolved in methanol (53.6 ml), and 2.5N aqueous sodium hydroxide solution (53.6 ml) was added dropwise with stirring under ice-cooling. The mixture was allowed to warm to room temperature, and further stirred at room temperature for 3 hr. The reaction mixture was poured into 1N hydrochloric acid containing ice water, methanol was evaporated under reduced pressure, and the mixture was extracted with ethyl acetate. The extract was wash... The reactants are [BH4-].[Na+] (sodium borohydride), FC(C=1C=C(C=C(C1)C(F)(F)F)C(C(=O)N(C)C=1C=NC(=CC1C1=C(C=CC=C1)C=O)N1CCN(CC1)C)(C)C)(F)F (2-(3,5-bis-trifluoromethyl-phenyl)-N-[4-(2-formyl-phenyl)-6-(4-methyl-piperazin-1-yl)-pyridin-3-yl]-N-methyl-isobutyramide). Run in CO (methanol), [Cl-].[Na+].O (brine). Conditions: time 30 minute. Yields the product FC(C=1C=C(C=C(C1)C(F)(F)F)C(C(=O)N(C)C=1C=NC(=CC1C1=C(C=CC=C1)CO)N1CCN(CC1)C)(C)C)(F)F (2-(3,5-Bis-trifluoromethyl-phenyl)-N-[4-(2-hydroxymethyl-phenyl)-6-(4-methyl-piperazin-1-yl)-pyridin-3-yl]-N-methyl-isobutyramide). Isolated yield 68.2%. RXN SMILES: [BH4-].[Na+].[F:3][C:4]([F:44])([F:43])[C:5]1[CH:6]=[C:7]([C:15]([CH3:42])([CH3:41])[C:16]([N:18]([C:20]2[CH:21]=[N:22][C:23]([N:34]3[CH2:39][CH2:38][N:37]([CH3:40])[CH2:36][CH2:35]3)=[CH:24][C:25]=2[C:26]2[CH:31]=[CH:30][CH:29]=[CH:28][C:27]=2[CH:32]=[O:33])[CH3:19])=[O:17])[CH:8]=[C:9]([C:11]([F:14])([F:13])[F:12])[CH:10]=1>CO.[Cl-].[Na+].O>[F:44][C:4]([F:3])([F:43])[C:5]1[CH:6]=[C:7]([C:15]([CH3:42])([CH3:41])[C:16]([N:18]([C:20]2[CH:21]=[N:22][C:23]([N:34]3[CH2:35][CH2:36][N:37]([CH3:40])[CH2:38][CH2:39]3)=[CH:24][C:25]=2[C:26]2[CH:31]=[CH:30][CH:29]=[CH:28][C:27]=2[CH2:32][OH:33])[CH3:19])=[O:17])[CH:8]=[C:9]([C:11]([F:12])([F:13])[F:14])[CH:10]=1 |f:0.1,4.5.6|. Procedure: To a mixture of 15 mg (0.41 mmol) sodium borohydride in 2 ml methanol were added at 0° C. 200 mg (0.338 mmol) 2-(3,5-bis-trifluoromethyl-phenyl)-N-[4-(2-formyl-phenyl)-6-(4-methyl-piperazin-1-yl)-pyridin-3-yl]-N-methyl-isobutyramide. After stirring at 0° C. for 1 h 1 ml brine was added at 0° C. The mixture was stirred for 30 min. Methanol was distilled off and the residue was diluted with 20 ml ethyl acetate and washed with 20 ml brine. The organic layer was dried over sodium sulfate, concentrat...